Dataset: the Open Reaction Database (ORD), a public repository of structured organic reaction records. Task: describe an organic reaction: reactants, conditions, products, and yield The reactants are [OH-].[Na+] (Sodium hydroxide), aqueous solution, OC1[C@H](O)[C@@H](O)[C@H](O[C@H]2[C@H](O)[C@@H](O)[C@@H](O)[C@H](O2)CO)[C@H](O1)CO (lactose). Run at temperature 70 celsius. Product: C([C@@H]1[C@@H]([C@@H]([C@H]([C@@H](O1)O[C@@H]2[C@H](O[C@@]([C@H]2O)(CO)O)CO)O)O)O)O.O (lactulose). RXN SMILES: [OH-:1].[Na+].[OH:3][CH:4]1[O:23][C@H:22]([CH2:24][OH:25])[C@@H:9]([O:10][C@@H:11]2[O:19][C@H:18]([CH2:20][OH:21])[C@H:16]([OH:17])[C@H:14]([OH:15])[C@H:12]2[OH:13])[C@H:7]([OH:8])[C@H:5]1[OH:6]>>[CH2:20]([OH:21])[C@H:18]1[O:19][C@@H:11]([O:10][C@H:9]2[C@H:7]([OH:8])[C@@:4]([OH:3])([CH2:5][OH:6])[O:23][C@@H:22]2[CH2:24][OH:25])[C@H:12]([OH:13])[C@@H:14]([OH:15])[C@H:16]1[OH:17].[OH2:1] |f:0.1,3.4|. Procedure details: Sodium hydroxide is added to a 10% aqueous solution of commercially available lactose. followed by mixing, and thereafter the mixed solution was heated at 70° C. for 30 minutes and cooled. The cooled solution was purified by an ion-exchange resin, concentrated, cooled and crystallized and the unreacted lactose is removed to give an aqueous solution of lactulose in which the solid content is about 68% (where the solid contains about 79% of lactulose). This aqueous solution is passed through a col...